From a dataset of the Open Reaction Database (ORD), a public repository of structured organic reaction records. describe an organic reaction: reactants, conditions, products, and yield Starting materials: O=C([O-])[O-], CC1(C)OB(c2ccc(NS(C)(=O)=O)cc2)OC1(C)C, CI, CC(C)=O, ClCCl, [K+], [K+]. The product is CN(c1ccc(B2OC(C)(C)C(C)(C)O2)cc1)S(C)(=O)=O. RXN SMILES: [C:21](=[O:22])([O-:23])[O-:24].[CH3:1][C:2]1([CH3:20])[O:3][B:4]([c:9]2[cH:10][cH:11][c:12]([NH:15][S:16](=[O:17])(=[O:18])[CH3:19])[cH:13][cH:14]2)[O:5][C:6]1([CH3:7])[CH3:8].[CH3:27][I:28].[CH3:29][C:30](=[O:31])[CH3:32].[Cl:33][CH2:34][Cl:35].[K+:25].[K+:26]>>[CH3:1][C:2]1([CH3:20])[O:3][B:4]([c:9]2[cH:10][cH:11][c:12]([N:15]([S:16](=[O:17])(=[O:18])[CH3:19])[CH3:21])[cH:13][cH:14]2)[O:5][C:6]1([CH3:7])[CH3:8]. The reactants are Brc1ccoc1-c1ccncc1, CC1(C)OB(c2ccc3c(c2)CCC3=O)OC1(C)C, CC(=O)[O-], CN(C)C=O, CCO, [K+], CC(=O)[O-], CC(=O)[O-], O, [Pd+2], c1ccc(P(c2ccccc2)c2ccccc2)cc1. Yields the product O=C1CCc2cc(-c3ccoc3-c3ccncc3)ccc21. Reaction SMILES: [Br:1][c:2]1[c:3](-[c:7]2[cH:8][cH:9][n:10][cH:11][cH:12]2)[o:4][cH:5][cH:6]1.[CH3:13][C:14]1([CH3:15])[C:16]([CH3:17])([CH3:18])[O:19][B:20]([c:21]2[cH:22][c:23]3[c:27]([cH:28][cH:29]2)[C:26](=[O:30])[CH2:25][CH2:24]3)[O:31]1.[CH3:33][C:34](=[O:35])[O-:36].[CH3:56][N:57]([CH3:58])[CH:59]=[O:60].[CH3:61][CH2:62][OH:63].[K+:32].[O-:66][C:67]([CH3:68])=[O:69].[O-:70][C:71]([CH3:72])=[O:73].[OH2:64].[Pd+2:65].[c:37]1([P:38]([c:39]2[cH:40][cH:41][cH:42][cH:43][cH:44]2)[c:45]2[cH:46][cH:47][cH:48][cH:49][cH:50]2)[cH:51][cH:52][cH:53][cH:54][cH:55]1>>[c:2]1(-[c:21]2[cH:22][c:23]3[c:27]([cH:28][cH:29]2)[C:26](=[O:30])[CH2:25][CH2:24]3)[c:3](-[c:7]2[cH:8][cH:9][n:10][cH:11][cH:12]2)[o:4][cH:5][cH:6]1. Starting materials: FC(CN1C=NC2=C(C1=O)C=CO2)(F)F (3-(2,2,2-trifluoroethyl)furo[2,3-d]pyrimidin-4(3H)-one), BrBr (bromine). Solvent: CN(C)C=O (DMF). Run at time 30 minute. Yields the product BrC1=CC2=C(N=CN(C2=O)CC(F)(F)F)O1 (6-Bromo-3-(2,2,2-trifluoroethyl)furo[2,3-d]pyrimidin-4(3H)-one). The yield is 77.3%. RXN SMILES: [F:1][C:2]([F:15])([F:14])[CH2:3][N:4]1[C:9](=[O:10])[C:8]2[CH:11]=[CH:12][O:13][C:7]=2[N:6]=[CH:5]1.[Br:16]Br>CN(C=O)C>[Br:16][C:12]1[O:13][C:7]2[N:6]=[CH:5][N:4]([CH2:3][C:2]([F:1])([F:14])[F:15])[C:9](=[O:10])[C:8]=2[CH:11]=1. Procedure details: To a stirred solution of 3-(2,2,2-trifluoroethyl)furo[2,3-d]pyrimidin-4(3H)-one (0.64 g, 2.93 mmol) in anhydrous DMF (11 ml) at 0° C. was added bromine (0.333 ml, 6.45 mmol) and the mixture stirred for 30 min. The mixture was partitioned between ethyl acetate (30 ml) and an aqueous mixture (3:1:4, water, saturated sodium hydrogen carbonate solution and 20% w/w sodium thiosulfate solution, 110 ml). The aqueous phase was separated and extracted with ethyl acetate (3×30 ml). The combined ethyl acet... RXN SMILES: [NH:1]1[CH2:6][CH2:5][CH:4]([NH:7][C:8](=[O:14])[O:9][C:10]([CH3:13])([CH3:12])[CH3:11])[CH2:3][CH2:2]1.Br[CH2:16][CH2:17][O:18][CH3:19].[I-].[K+].C([O-])([O-])=O.[K+].[K+]>CCOC(C)=O.O.CC#N>[CH3:19][O:18][CH2:17][CH2:16][N:1]1[CH2:2][CH2:3][CH:4]([NH:7][C:8](=[O:14])[O:9][C:10]([CH3:11])([CH3:13])[CH3:12])[CH2:5][CH2:6]1 |f:2.3,4.5.6|. Reaction conditions: temperature 80 celsius. Yield: 77.4%. Run in CCOC(=O)C (EtOAc), O (water), CC#N (CH3CN). Reactants: N1CCC(CC1)NC(OC(C)(C)C)=O (tert-butyl piperidin-4-ylcarbamate), BrCCOC (1-bromo-2-methoxyethane), [I-].[K+] (potassium iodide), C(=O)([O-])[O-].[K+].[K+] (K2CO3). The product is COCCN1CCC(CC1)NC(OC(C)(C)C)=O (tert-butyl 1-(2-methoxyethyl)piperidin-4-ylcarbamate). Procedure: A stirred mixture of tert-butyl piperidin-4-ylcarbamate (1.1 g, 5.5 mmol), 1-bromo-2-methoxyethane (0.69 g, 5.0 mmol), potassium iodide (0.83 g, 5.0 mmol), K2CO3 (0.69 g, 5.0 mmol) and CH3CN (10 mL) was heated to 80° C. in a sealed vessel for 18 hours. After cooling to ambient temperature, the mixture was diluted with EtOAc (15 mL) and water (15 mL). The phases were separated, and the organic phase washed with water, brine, dried (Na2SO4), filtered, and concentrated. The product was obtained as ... The reactants are COC1=CC=C(C=C1)C1=NC=C2C=CC=NC2=C1 (7-(4-methoxy phenyl) [1,6]naphthridine), C1(=CC=CC=C1)S (thiophenol), C([O-])([O-])=O.[K+].[K+] (potassium carbonate). The solvent is CN1C(CCC1)=O (N-methyl-2-pyrrolidinone). Reaction conditions: temperature 190 celsius, time 1 hour. Yields the product N1=CC=CC2=CN=C(C=C12)C1=CC=C(C=C1)O (4-(1,6-naphthyridin-7-yl)phenol). Yield: 72.4%. As a reaction SMILES: C[O:2][C:3]1[CH:8]=[CH:7][C:6]([C:9]2[CH:18]=[C:17]3[C:12]([CH:13]=[CH:14][CH:15]=[N:16]3)=[CH:11][N:10]=2)=[CH:5][CH:4]=1.C1(S)C=CC=CC=1.C(=O)([O-])[O-].[K+].[K+]>CN1CCCC1=O>[N:16]1[C:17]2[C:12](=[CH:11][N:10]=[C:9]([C:6]3[CH:7]=[CH:8][C:3]([OH:2])=[CH:4][CH:5]=3)[CH:18]=2)[CH:13]=[CH:14][CH:15]=1 |f:2.3.4|. Procedure details: To a solution of 2-bromo-3-pyridinecarboxaldehyde (1.86 g, 10 mmol) and 4′-methoxy phenylacetylene (1.58 g, 12 mmol) in triethylamine (40 mL) were added dichlorobis(triphenylphosphine) palladium (II) (140 mg, 2 mol %) and copper (I) iodide (20 mg, 1 mol %). The reaction mixture was heated at 50° C. under nitrogen for 3 h, then cooled to room temperature. The ammonium salt was removed by filtration. The filtrate was concentrated under reduced pressure leaving 2-(4-methoxy phenylethynyl)pyridine-3... Starting materials: C(C)(=O)OC1=CC=C(C=C1)N1C(=NC2=C1C=CC=C2)N(C(C)=O)C(C)=O (4-(2-(N-acetylacetamido)-1H-benzo[d]imidazol-1-yl)phenyl acetate), C(=O)([O-])[O-].[K+].[K+] (K2CO3). Run in CO (MeOH). Run at time 40 minute. The product is OC1=CC=C(C=C1)N1C(=NC2=C1C=CC=C2)NC(C)=O (N-(1-(4-hydroxyphenyl)-1H-benzo[d]imidazol-2-yl)acetamide). The yield is 67.0%. RXN SMILES: C([O:4][C:5]1[CH:10]=[CH:9][C:8]([N:11]2[C:15]3[CH:16]=[CH:17][CH:18]=[CH:19][C:14]=3[N:13]=[C:12]2[N:20](C(=O)C)[C:21](=[O:23])[CH3:22])=[CH:7][CH:6]=1)(=O)C.C([O-])([O-])=O.[K+].[K+]>CO>[OH:4][C:5]1[CH:10]=[CH:9][C:8]([N:11]2[C:15]3[CH:16]=[CH:17][CH:18]=[CH:19][C:14]=3[N:13]=[C:12]2[NH:20][C:21](=[O:23])[CH3:22])=[CH:7][CH:6]=1 |f:1.2.3|. Reported procedure: Compound 77A (176 mg, 0.5 mmol) in MeOH (4 ml) was treated with K2CO3 (69.1 mg, 0.5 mmol) and stirred at ambient temperature for about 40 minutes. The reaction mixture was concentrated to remove MeOH, diluted with EtOAc and acidified to pH 5 with 1N HCl solution. The mixture was poured into a separatory funnel and the layers were separated. The aqueous layer was extracted with EtOAc (2×40 mL). The combined organic layers were dried (MgSO4), filtered and concentrated to provide the title compound...